Dataset: the Open Reaction Database (ORD), a public repository of structured organic reaction records. Task: describe an organic reaction: reactants, conditions, products, and yield The reactants are O=S(=O)(OS(=O)(=O)C(F)(F)F)C(F)(F)F, CC(C)CC(NC(=O)c1cc(COc2ccccc2)ccc1CCC(N)=O)c1ccc(F)cc1, C1COCCO1, O, c1ccncc1. Yields the product CC(C)CC(NC(=O)c1cc(COc2ccccc2)ccc1CCC#N)c1ccc(F)cc1. Reaction SMILES: [F:41][C:42]([F:43])([F:44])[S:45]([O:46][S:47]([C:48]([F:49])([F:50])[F:51])(=[O:52])=[O:53])(=[O:54])=[O:55].[O:1]([c:2]1[cH:3][cH:4][cH:5][cH:6][cH:7]1)[CH2:8][c:9]1[cH:10][c:11]([C:20]([NH:21][CH:22]([CH2:23][CH:24]([CH3:25])[CH3:26])[c:27]2[cH:28][cH:29][c:30]([F:33])[cH:31][cH:32]2)=[O:34])[c:12]([CH2:15][CH2:16][C:17](=[O:18])[NH2:19])[cH:13][cH:14]1.[O:57]1[CH2:58][CH2:59][O:60][CH2:61][CH2:62]1.[OH2:56].[cH:35]1[cH:36][cH:37][n:38][cH:39][cH:40]1>>[O:1]([c:2]1[cH:3][cH:4][cH:5][cH:6][cH:7]1)[CH2:8][c:9]1[cH:10][c:11]([C:20]([NH:21][CH:22]([CH2:23][CH:24]([CH3:25])[CH3:26])[c:27]2[cH:28][cH:29][c:30]([F:33])[cH:31][cH:32]2)=[O:34])[c:12]([CH2:15][CH2:16][C:17]#[N:19])[cH:13][cH:14]1.